This data is from the Open Reaction Database (ORD), a public repository of structured organic reaction records. The task is: describe an organic reaction: reactants, conditions, products, and yield The reactants are CO, O=C(O)C(CO)(CO)CO. The product is COC(=O)C(CO)(CO)CO. Reaction SMILES: [CH3:11][OH:12].[OH:1][CH2:2][C:3]([C:4](=[O:5])[OH:6])([CH2:7][OH:8])[CH2:9][OH:10]>>[OH:1][CH2:2][C:3]([C:4](=[O:5])[O:6][CH3:11])([CH2:7][OH:8])[CH2:9][OH:10]. Solvent: ClCCl (dichloromethane). Product: ClC=1C=C(CC=2NC(C3=C(N2)N(N=C3C)C(CC)CCCCCC)=O)C=CC1OC (6-(3-Chloro-4-methoxy-benzyl)-1-(3-nonyl)-3-methyl-1,5-dihydro-pyrazolo[3,4-d]pyrimidin-4-one). Starting materials: NC1=C(C(=NN1C(CC)CCCCCC)C)C(=O)N (5-amino-3-methyl-1-(3-nonyl)-1H-pyrazole-4-carboxamide), ClC=1C=C(C=CC1OC)CC(=O)OC (methyl 3-chloro-4-methoxyphenylacetate), [O-]CC.[Na+] (sodium ethoxide), C(O)([O-])=O.[Na+] (sodium hydrogen carbonate). As a reaction SMILES: [NH2:1][C:2]1[N:6]([CH:7]([CH2:10][CH2:11][CH2:12][CH2:13][CH2:14][CH3:15])[CH2:8][CH3:9])[N:5]=[C:4]([CH3:16])[C:3]=1[C:17]([NH2:19])=[O:18].[Cl:20][C:21]1[CH:22]=[C:23]([CH2:29][C:30](OC)=O)[CH:24]=[CH:25][C:26]=1[O:27][CH3:28].[O-]CC.[Na+].C(=O)([O-])O.[Na+]>ClCCl>[Cl:20][C:21]1[CH:22]=[C:23]([CH:24]=[CH:25][C:26]=1[O:27][CH3:28])[CH2:29][C:30]1[NH:19][C:17](=[O:18])[C:3]2[C:4]([CH3:16])=[N:5][N:6]([CH:7]([CH2:10][CH2:11][CH2:12][CH2:13][CH2:14][CH3:15])[CH2:8][CH3:9])[C:2]=2[N:1]=1 |f:2.3,4.5|. Yield: 46.4%. Procedure details: 13 mg (0.050 mmol) of 5-amino-3-methyl-1-(3-nonyl)-1H-pyrazole-4-carboxamide and 53 mg (0.248 mmol) of methyl 3-chloro-4-methoxyphenylacetate are refluxed for 6 hours in 0.5 ml of a 0.5M ethanolic sodium ethoxide solution. After dichloromethane and saturated aqueous sodium hydrogen carbonate solution have been added, the phases are separated. Purification by chromatography gives 10 mg (47%) of a solid, Rf=0.265 (dichloromethane/methanol=15:1). Reaction SMILES: [Cl:18][C:19]([C:20]([Cl:21])=[O:22])=[O:23].[Cl:24][CH2:25][Cl:26].[F:1][c:2]1[cH:3][cH:4][c:5]([CH:6]=[CH:7][C:8](=[O:9])[OH:10])[cH:11][cH:12]1.[O:13]=[CH:14][N:15]([CH3:16])[CH3:17]>>[F:1][c:2]1[cH:3][cH:4][c:5]([CH:6]=[CH:7][C:8](=[O:9])[NH2:15])[cH:11][cH:12]1. Yields the product NC(=O)C=Cc1ccc(F)cc1. Starting materials: O=C(Cl)C(=O)Cl, ClCCl, O=C(O)C=Cc1ccc(F)cc1, CN(C)C=O. The reactants are N([C@@H](CC1=CC=C(C=C1)Cl)C(=O)N([C@@H](C(C)C)C(=O)N([C@@H](CC1=CC(=C(C=C1)O)C(C)(C)C)C(=O)N)C)C)C(=O)OC(C)(C)C (Boc-Phe(4-Cl)-N-Me-Val-N-Me-Tyr(3-tBu)-NH2). Run in C(Cl)Cl (methylene chloride), C(=O)(C(F)(F)F)O (TFA). Run at time 20 minute. Product: N[C@@H](CC1=CC=C(C=C1)Cl)C(=O)N([C@@H](C(C)C)C(=O)N([C@@H](CC1=CC(=C(C=C1)O)C(C)(C)C)C(=O)N)C)C (Phe(4-Cl)-N-Me-Val-N-Me-Tyr(3-tBu)-NH2). Isolated yield 93.4%. As a reaction SMILES: [NH:1](C(OC(C)(C)C)=O)[C@H:2]([C:11]([N:13]([CH3:38])[C@H:14]([C:18]([N:20]([CH3:37])[C@H:21]([C:34]([NH2:36])=[O:35])[CH2:22][C:23]1[CH:28]=[CH:27][C:26]([OH:29])=[C:25]([C:30]([CH3:33])([CH3:32])[CH3:31])[CH:24]=1)=[O:19])[CH:15]([CH3:17])[CH3:16])=[O:12])[CH2:3][C:4]1[CH:9]=[CH:8][C:7]([Cl:10])=[CH:6][CH:5]=1>C(Cl)Cl.C(O)(C(F)(F)F)=O>[NH2:1][C@H:2]([C:11]([N:13]([CH3:38])[C@H:14]([C:18]([N:20]([CH3:37])[C@H:21]([C:34]([NH2:36])=[O:35])[CH2:22][C:23]1[CH:28]=[CH:27][C:26]([OH:29])=[C:25]([C:30]([CH3:31])([CH3:32])[CH3:33])[CH:24]=1)=[O:19])[CH:15]([CH3:16])[CH3:17])=[O:12])[CH2:3][C:4]1[CH:5]=[CH:6][C:7]([Cl:10])=[CH:8][CH:9]=1. Procedure: To a solution of Boc-Phe(4-Cl)-N-Me-Val-N-Me-Tyr(3-tBu)-NH2 (0.45 g, 0.697 mmol) in methylene chloride (4 ml), TFA (3 ml) was added, stirred for 20 min. and evaporated to remove the solvent under reduced pressure. The thus obtained residue was mixed with a saturated aqueous NaHCO3 solution, and extracted with methylene chloride. The organic layer was dried over anhydrous sodium sulfate and evaporated to remove the solvent under reduced pressure; the thus obtained residue was subjected to silica ... RXN SMILES: [CH2:19]([Cl:20])[Cl:21].[CH3:14][S:15]([Cl:16])(=[O:17])=[O:18].[NH2:1][c:2]1[cH:3][cH:4][cH:5][cH:6][cH:7]1.[cH:8]1[cH:9][cH:10][n:11][cH:12][cH:13]1>>[NH:1]([c:2]1[cH:3][cH:4][cH:5][cH:6][cH:7]1)[S:15]([CH3:14])(=[O:17])=[O:18]. Yields the product CS(=O)(=O)Nc1ccccc1. The reactants are ClCCl, CS(=O)(=O)Cl, Nc1ccccc1, c1ccncc1. Starting materials: CCOC(=O)c1ccc(S(=O)(=O)Cl)c(F)c1, C1CCOC1, C[Si](C)(C)[N-][Si](C)(C)C, COc1ccc(CNc2nccs2)c(OC)c1, [Li+]. The product is CCOC(=O)c1ccc(S(=O)(=O)N(Cc2ccc(OC)cc2OC)c2nccs2)c(F)c1. Reaction SMILES: [CH2:28]([CH3:29])[O:30][C:31]([c:32]1[cH:33][c:34]([F:42])[c:35]([S:38](=[O:39])(=[O:40])[Cl:41])[cH:36][cH:37]1)=[O:43].[CH2:44]1[O:45][CH2:46][CH2:47][CH2:48]1.[CH3:18][Si:19]([CH3:20])([CH3:21])[N-:22][Si:23]([CH3:24])([CH3:25])[CH3:26].[CH3:1][O:2][c:3]1[c:4]([CH2:5][NH:6][c:7]2[s:8][cH:9][cH:10][n:11]2)[cH:12][cH:13][c:14]([O:16][CH3:17])[cH:15]1.[Li+:27]>>[CH3:1][O:2][c:3]1[c:4]([CH2:5][N:6]([c:7]2[s:8][cH:9][cH:10][n:11]2)[S:38]([c:35]2[c:34]([F:42])[cH:33][c:32]([C:31]([O:30][CH2:28][CH3:29])=[O:43])[cH:37][cH:36]2)(=[O:39])=[O:40])[cH:12][cH:13][c:14]([O:16][CH3:17])[cH:15]1.